From a dataset of the Open Reaction Database (ORD), a public repository of structured organic reaction records. describe an organic reaction: reactants, conditions, products, and yield Reactants: CC=CC(=O)N1CCOC1=O, COc1ccc(N)cc1, COc1ccc(N)cc1, [Cl-], O=S(=O)(O)C(F)(F)F, [NH4+], C1CCOC1. Yields the product COc1ccc(NC(C)CC(=O)N2CCOC2=O)cc1. As a reaction SMILES: [C:1]([CH:2]=[CH:3][CH3:4])(=[O:5])[N:6]1[C:7](=[O:11])[O:8][CH2:9][CH2:10]1.[CH3:20][O:21][c:22]1[cH:23][cH:24][c:25]([NH2:28])[cH:26][cH:27]1.[CH3:29][O:30][c:31]1[cH:32][cH:33][c:34]([NH2:35])[cH:36][cH:37]1.[Cl-:38].[F:12][C:13]([F:14])([F:15])[S:16]([OH:17])(=[O:18])=[O:19].[NH4+:39].[O:40]1[CH2:41][CH2:42][CH2:43][CH2:44]1>>[C:1]([CH2:2][CH:3]([CH3:4])[NH:28][c:25]1[cH:24][cH:23][c:22]([O:21][CH3:20])[cH:27][cH:26]1)(=[O:5])[N:6]1[C:7](=[O:11])[O:8][CH2:9][CH2:10]1. The reactants are C(CCC)OC(=O)C=1N=C(C2=CC(=CC=C2C1O)OC1=CC=CC=C1)Br (1-Bromo-4-hydroxy-7-phenoxy-isoquinoline-3-carboxylic acid butyl ester), [OH-].[Na+] (NaOH). Solvent: CCO (EtOH). Reaction conditions: time 2 hour. The product is BrC1=NC(=C(C2=CC=C(C=C12)OC1=CC=CC=C1)O)C(=O)O (1-Bromo-4-hydroxy-7-phenoxy-isoquinoline-3-carboxylic acid). Isolated yield 100.2%. As a reaction SMILES: C([O:5][C:6]([C:8]1[N:9]=[C:10]([Br:26])[C:11]2[C:16]([C:17]=1[OH:18])=[CH:15][CH:14]=[C:13]([O:19][C:20]1[CH:25]=[CH:24][CH:23]=[CH:22][CH:21]=1)[CH:12]=2)=[O:7])CCC.[OH-].[Na+]>CCO>[Br:26][C:10]1[C:11]2[C:16](=[CH:15][CH:14]=[C:13]([O:19][C:20]3[CH:25]=[CH:24][CH:23]=[CH:22][CH:21]=3)[CH:12]=2)[C:17]([OH:18])=[C:8]([C:6]([OH:7])=[O:5])[N:9]=1 |f:1.2|. Procedure: A mixture of 1-Bromo-4-hydroxy-7-phenoxy-isoquinoline-3-carboxylic acid butyl ester (3.52 g, 8.45 mmol; Example A-65 e) aqueous 2N NaOH (50 ml, 100 mmol) and EtOH (50 ml) was refluxed with stirring for 2 h. Then the solution was concentrated in vacuo to ½ of its volume, diluted with water (180 ml), and was acidified by addition of aqueous 6N HCl (20 ml). After stirring at ambient temperature for 30 min the resulting suspension was submitted to vacuum filtration. The filter cake was washed thorou... The reactants are S1C(=CC=C1)C1=NC=CC=C1 (2-thienylpyridine), BrN1C(CCC1=O)=O (N-bromosuccinimide), Br (HBr). The solvent is COC(C)(C)C (tert-butyl methyl ether), C(C)(=O)O (acetic acid). Conditions: temperature 35 celsius. The product is BrC1=CC=C(S1)C1=NC=CC=C1 (2-(5-Bromo-2-thienyl)pyridine). Yield: 81.7%. Reaction SMILES: [S:1]1[CH:5]=[CH:4][CH:3]=[C:2]1[C:6]1[CH:11]=[CH:10][CH:9]=[CH:8][N:7]=1.[Br:12]N1C(=O)CCC1=O.Br>COC(C)(C)C.C(O)(=O)C>[Br:12][C:5]1[S:1][C:2]([C:6]2[CH:11]=[CH:10][CH:9]=[CH:8][N:7]=2)=[CH:3][CH:4]=1. Procedure: A solution of 2-thienylpyridine (1.924 kg) and N-bromosuccinimide (2.759 kg) in tert-butyl methyl ether (20.0 kg) was agitated for 15 minutes, treated with 30% HBr in acetic acid (125 g), heated to 35° C. for about 6 hours, and filtered. The wetcake was washed with tert-butyl methyl ether (12.6 kg) while maintaining the temperature of the filtrate at 30° C. to 35° C. The filtrate was washed with 5% Na2SO3 (21 kg) and 10% Na2CO3 (22 kg), concentrated to about 20 L, and diluted with isopropanol (1... The reactants are C(C1=CC=CC=C1)N1C=NC=2N(C(NC(C12)=O)=O)C (7-benzyl-3-methylxanthine), BrCCCP(OCC)(=O)OCC (diethyl 3-bromopropanphosphonate). Product: C(C1=CC=CC=C1)N1C=NC=2N(C(N(C(C12)=O)CCCP(OCC)(OCC)=O)=O)C (Diethyl [7-benzyl-3-(3-methylxanthin-1-yl)propyl]phosphonate). As a reaction SMILES: [CH2:1]([N:8]1[C:16]2[C:15](=[O:17])[NH:14][C:13](=[O:18])[N:12]([CH3:19])[C:11]=2[N:10]=[CH:9]1)[C:2]1[CH:7]=[CH:6][CH:5]=[CH:4][CH:3]=1.Br[CH2:21][CH2:22][CH2:23][P:24]([O:29][CH2:30][CH3:31])(=[O:28])[O:25][CH2:26][CH3:27]>>[CH2:1]([N:8]1[C:16]2[C:15](=[O:17])[N:14]([CH2:21][CH2:22][CH2:23][P:24](=[O:28])([O:29][CH2:30][CH3:31])[O:25][CH2:26][CH3:27])[C:13](=[O:18])[N:12]([CH3:19])[C:11]=2[N:10]=[CH:9]1)[C:2]1[CH:7]=[CH:6][CH:5]=[CH:4][CH:3]=1. Procedure details: The title substance was prepared from 7-benzyl-3-methylxanthine, (0.04 mol) and diethyl 3-bromopropanphosphonate (0.046 mol) analogously to Example 23. The reactants are C(=O)([O-])[O-].[K+].[K+] (K2CO3), OB(C1=C(SC=C1)C(=O)O)O (3-(dihydroxyboryl)thiophene-2-carboxylic acid), BrC1=C(C=C(C=C1)I)OC (1-bromo-4-iodo-2-methoxybenzene), CC#N (MeCN). The reagents and catalysts are CC(=O)[O-].CC(=O)[O-].[Pd+2] (Pd(OAc)2), C1(=C(C=CC=C1)P(C1CCCCC1)C1CCCCC1)C1=CC=CC=C1 (biphenyl-2-yl(dicyclohexyl)phosphine). Solvent: O (H2O). Reaction conditions: temperature 90 celsius, time 3 hour. Yields the product BrC1=C(C=C(C=C1)C1=C(SC=C1)C(=O)O)OC (3-(4-bromo-3-methoxyphenyl)thiophene-2-carboxylic acid). Isolated yield 74.2%. Reaction SMILES: OB(O)[C:3]1[CH:7]=[CH:6][S:5][C:4]=1[C:8]([OH:10])=[O:9].[Br:12][C:13]1[CH:18]=[CH:17][C:16](I)=[CH:15][C:14]=1[O:20][CH3:21].CC#N.C([O-])([O-])=O.[K+].[K+]>CC([O-])=O.CC([O-])=O.[Pd+2].C1(C2C=CC=CC=2)C=CC=CC=1P(C1CCCCC1)C1CCCCC1.O>[Br:12][C:13]1[CH:18]=[CH:17][C:16]([C:3]2[CH:7]=[CH:6][S:5][C:4]=2[C:8]([OH:10])=[O:9])=[CH:15][C:14]=1[O:20][CH3:21] |f:3.4.5,6.7.8|. Procedure: A solution of 3-(dihydroxyboryl)thiophene-2-carboxylic acid (1.89 g, 10.85 mmol) and 1-bromo-4-iodo-2-methoxybenzene (3.09 g, 9.86 mmol) in a 3:1 mixture of MeCN:H2O (100 mL) was treated with K2CO3 (4.09 g, 29.6). Pd(OAc)2 (66.4 mg, 0.30 mmol) and biphenyl-2-yl(dicyclohexyl)phosphine (207 mg, 0.59 mmol) were added and the mixture was stirred at 90° C. for 3 h. The mixture was cooled and concentrated, and the residue was added at 0° C. to a mixture of 10% aqueous NaOH (100 mL) and DCM. The mixtur...